Dataset: the Open Reaction Database (ORD), a public repository of structured organic reaction records. Task: describe an organic reaction: reactants, conditions, products, and yield Reactants: ClC=1C(=NC=C(C1)C(F)(F)F)C1=CC(=C(C=C1)Cl)CC(C(=O)OC)Cl (3-Chloro-2-[4-chloro-3-(2-chloro-2-methoxycarbonylethyl)phenyl]-5-trifluoromethylpyridine), BrN1C(CCC1=O)=O (N-bromosuccinimide). Run in ClC(Cl)(Cl)Cl (tetrachloromethane). Product: BrCC=1C=C(C=CC1Cl)C1=NC=C(C=C1Cl)C(F)(F)F (2-(3-Bromomethyl-4-chlorophenyl)-3-chloro-5-trifluoromethylpyridine). As a reaction SMILES: [Cl:1][C:2]1[C:3]([C:12]2[CH:17]=[CH:16][C:15]([Cl:18])=[C:14]([CH2:19]C(Cl)C(OC)=O)[CH:13]=2)=[N:4][CH:5]=[C:6]([C:8]([F:11])([F:10])[F:9])[CH:7]=1.[Br:26]N1C(=O)CCC1=O>ClC(Cl)(Cl)Cl>[Br:26][CH2:19][C:14]1[CH:13]=[C:12]([C:3]2[C:2]([Cl:1])=[CH:7][C:6]([C:8]([F:11])([F:10])[F:9])=[CH:5][N:4]=2)[CH:17]=[CH:16][C:15]=1[Cl:18]. Procedure: A solution of 9.6 g (31.4 mmol) of 3-chloro-2-(4-chloro-3-methylphenyl)5-trifluoromethylpyridine (prepared as in Example 16) and 5.6 g (31.5 mmol) of N-bromosuccinimide in 150 ml of tetrachloromethane was irradiated with a 150 W high-pressure Hg lamp for one hour. For the workup, the precipitated succinimide was removed, and the filtrate was concentrated under reduced pressure. The residue was taken up in cyclohexane. The solids were removed and discarded, and the cyclohexane solution was concen...